describe an organic reaction: reactants, conditions, products, and yield From a dataset of the Open Reaction Database (ORD), a public repository of structured organic reaction records. The reactants are C(C)(=O)C1=C(C=C(C=C1OC)NC(C(F)(F)F)=O)OC (N-(4-Acetyl-3,5-dimethoxy-phenyl)-2,2,2-trifluoro-acetamide), C([O-])([O-])=O.[K+].[K+] (potassium carbonate). Run in CO (methanol). Product: NC1=CC(=C(C(=C1)OC)C(C)=O)OC (1-(4-Amino-2,6-dimethoxy-phenyl)-ethanone). Yield: 86.5%. As a reaction SMILES: [C:1]([C:4]1[C:9]([O:10][CH3:11])=[CH:8][C:7]([NH:12]C(=O)C(F)(F)F)=[CH:6][C:5]=1[O:19][CH3:20])(=[O:3])[CH3:2].C(=O)([O-])[O-].[K+].[K+]>CO>[NH2:12][C:7]1[CH:6]=[C:5]([O:19][CH3:20])[C:4]([C:1](=[O:3])[CH3:2])=[C:9]([O:10][CH3:11])[CH:8]=1 |f:1.2.3|. Procedure: To N-(4-Acetyl-3,5-dimethoxy-phenyl)-2,2,2-trifluoro-acetamide (4.3 g, 14.8 mmol) dissolved in methanol (90 mL) was added anhydrous potassium carbonate (4.67 g, 33.8 mmol). After refluxing for 18 hours, the reaction mixture was cooled and concentrated under reduced pressure. The concentrate was extracted with ethyl acetate and the organic layer was washed with brine, dried using anhydrous sodium sulfate, filtered and concentrated under reduced pressure to yield 1-(4-Amino-2,6-dimethoxy-phenyl)-e... Starting materials: CC(C)(C)OC(=O)CBr, Sc1ccc(Br)cc1, CCO, [K+], [OH-]. Yields the product CC(C)(C)OC(=O)CSc1ccc(Br)cc1. As a reaction SMILES: [Br:11][CH2:12][C:13](=[O:14])[O:15][C:16]([CH3:17])([CH3:18])[CH3:19].[Br:3][c:4]1[cH:5][cH:6][c:7]([SH:10])[cH:8][cH:9]1.[CH3:20][CH2:21][OH:22].[K+:2].[OH-:1]>>[Br:3][c:4]1[cH:5][cH:6][c:7]([S:10][CH2:12][C:13](=[O:14])[O:15][C:16]([CH3:17])([CH3:18])[CH3:19])[cH:8][cH:9]1. The reactants are COCC=Cc1cc(C=O)cc(O[Si](C)(C)C(C)(C)C)c1, CCOC(C)=O, [Pd]. Yields the product COCCCc1cc(C=O)cc(O[Si](C)(C)C(C)(C)C)c1. As a reaction SMILES: [C:1]([CH3:2])([CH3:3])([CH3:4])[Si:5]([O:6][c:7]1[cH:8][c:9]([CH:10]=[O:11])[cH:12][c:13]([CH:15]=[CH:16][CH2:17][O:18][CH3:19])[cH:14]1)([CH3:20])[CH3:21].[CH3:22][CH2:23][O:24][C:25]([CH3:26])=[O:27].[Pd:28]>>[C:1]([CH3:2])([CH3:3])([CH3:4])[Si:5]([O:6][c:7]1[cH:8][c:9]([CH:10]=[O:11])[cH:12][c:13]([CH2:15][CH2:16][CH2:17][O:18][CH3:19])[cH:14]1)([CH3:20])[CH3:21]. Reactants: [F-].C(CCC)[N+](CCCC)(CCCC)CCCC (tetrabutylammonium fluoride), ClC1=NC(=C(C=O)C=C1)C (6-Chloro-2-methylnicotinaldehyde), O1CCCC1 (tetrahydrofuran), C[Si](C(F)(F)F)(C)C (Trimethyl(trifluoromethyl)silane). Yields the product ClC1=CC=C(C(=N1)C)C(C(F)(F)F)O (1-(6-Chloro-2-methylpyridin-3-yl)-2,2,2-trifluoroethanol). Reaction conditions: temperature 0 celsius. Procedure: 6-Chloro-2-methylnicotinaldehyde (250 mg, 1.6 mmol) was added to tetrahydrofuran (10.7 ml) and cooled to 0° C. Trimethyl(trifluoromethyl)silane (0.3 ml, 1.9 mmol) was added followed by tetrabutylammonium fluoride (1.9 ml, 1.0M in THF, 1.9 mmol). The reaction mixture was allowed to warm to room temperature over 1 hour. The reaction was then diluted with water and brine and extracted with ethyl acetate (3×). The organic layers were combined and dried over magnesium sulfate, filtered, and concentra... As a reaction SMILES: [Cl:1][C:2]1[CH:9]=[CH:8][C:5]([CH:6]=[O:7])=[C:4]([CH3:10])[N:3]=1.O1CCCC1.C[Si](C)(C)[C:18]([F:21])([F:20])[F:19].[F-].C([N+](CCCC)(CCCC)CCCC)CCC>O.[Cl-].[Na+].O>[Cl:1][C:2]1[N:3]=[C:4]([CH3:10])[C:5]([CH:6]([OH:7])[C:18]([F:21])([F:20])[F:19])=[CH:8][CH:9]=1 |f:3.4,6.7.8|. The solvent is O (water), [Cl-].[Na+].O (brine). Solvent: ice water. Procedure: A mixture of 7.5 g (0.05 mole) of tricyclo[5.3.1.03,8 ]-undecane (II) and 76 g (0.5 mole) of trifluoromethanesulfonic acid was heated at 80°C. for 30 hours under agitation. The reaction mixture was allowed to cool and then poured over 200 ml of ice water. The organic layer was separated and the water layer was extracted with methylene chloride. The methylene chloride extract was combined with the organic layer, and the mixture was washed with a saturated aqueous solution of sodium hydrogencarbon... Reaction conditions: temperature 80 celsius. The product is CC12CC3CC(CC(C1)C3)C2 (1-methyladamantane). Starting materials: C12CC3CCCC(C3CC1)C2 (tricyclo[5.3.1.03,8 ]undecane), FC(S(=O)(=O)O)(F)F (trifluoromethanesulfonic acid). Yield: 90.5%. As a reaction SMILES: [CH:1]12[CH2:11][CH:7]3[CH:8](C[CH2:10]1)[CH:3]([CH2:4][CH2:5][CH2:6]3)[CH2:2]2.F[C:13](F)(F)S(O)(=O)=O>>[CH3:13][C:5]12[CH2:4][CH:3]3[CH2:2][CH:1]([CH2:11][CH:7]([CH2:8]3)[CH2:6]1)[CH2:10]2. Reactants: O (H2O), NO.Cl (NH2OH.HCl), C(=O)([O-])[O-].[K+].[K+] (K2CO3), FC(C(=O)N1C2CC(CC1CC2)=C2C1=CC=CC=C1OC=1C=C(C=CC21)C#N)(F)F (9-[8-(2,2,2-Trifluoro-acetyl)-8-aza-bicyclo[3.2.1 ]oct-3-ylidene]-9H-xanthene-3-carbonitrile). The solvent is CCO (EtOH). Product: ONC(=N)C=1C=CC=2C(C3=CC=CC=C3OC2C1)=C1CC2CCC(C1)N2C(C(F)(F)F)=O (N-Hydroxy-9-[8-(2,2,2-trifluoro-acetyl)-8-aza-bicyclo[3.2.1 ]oct-3-ylidene]-9H-xanthene-3-carboxamidine). Reaction SMILES: [F:1][C:2]([F:30])([F:29])[C:3]([N:5]1[CH:10]2[CH2:11][CH2:12][CH:6]1[CH2:7][C:8](=[C:13]1[C:26]3[CH:25]=[CH:24][C:23]([C:27]#[N:28])=[CH:22][C:21]=3O[C:19]3[C:14]1=[CH:15][CH:16]=[CH:17][CH:18]=3)[CH2:9]2)=[O:4].[NH2:31][OH:32].Cl.C([O-])([O-])=O.[K+].[K+].[OH2:40]>CCO>[OH:32][NH:31][C:27]([C:23]1[CH:22]=[CH:21][C:26]2[C:13](=[C:8]3[CH2:9][CH:10]4[N:5]([C:3](=[O:4])[C:2]([F:30])([F:29])[F:1])[CH:6]([CH2:12][CH2:11]4)[CH2:7]3)[C:14]3[C:15]([O:40][C:25]=2[CH:24]=1)=[CH:16][CH:17]=[CH:18][CH:19]=3)=[NH:28] |f:1.2,3.4.5|. Reported procedure: To a suspension of compound 5e (0.44 g, 1.07 mmol) in EtOH (5 mL) were added NH2OH.HCl (0.223 g, 3.19 mmol) and K2CO3 (0.3 g, 2.17 mmol). The reaction mixture was refluxed for 4 h. Upon cooling to room temperature, H2O (1 mL) was added to the mixture. The mixture was extracted with CH2Cl2 (2×5mL), dried (MgSO4), and concentrated to yield compound 6a. The product 6a was used in the next reaction without further purification. MS m/z (MH+) 443.9. The reactants are N1(N=CN=C1)C(C)C(=O)C(CC1=CC=C(C=C1)Cl)(C)C (4-chlorophenyl-tert.butyl 1-(1,2,4-triazol-1-yl)-ethyl ketone), C[O-].[Na+] (sodium methylate), S(=O)(=O)(OC)OC (dimethyl sulphate), CSC (dimethyl sulphide). Run in C(C)#N (acetonitrile), C(C)#N (acetonitrile). Conditions: time 20 hour. The product is ClC1=CC=C(C=C1)CC(C)(C)C1(OC1)C(C)N1N=CN=C1 (2-(4-chlorophenyl-tert.-butyl)-2-[1-(1,2,4-triazol-1-yl)-ethyl]oxirane). The yield is 98.1%. As a reaction SMILES: S([O:6][CH3:7])(OC)(=O)=O.CSC.[N:11]1([CH:16]([C:18]([C:20]([CH3:30])([CH3:29])[CH2:21][C:22]2[CH:27]=[CH:26][C:25]([Cl:28])=[CH:24][CH:23]=2)=O)[CH3:17])[CH:15]=[N:14][CH:13]=[N:12]1.C[O-].[Na+]>C(#N)C>[Cl:28][C:25]1[CH:26]=[CH:27][C:22]([CH2:21][C:20]([C:18]2([CH:16]([N:11]3[CH:15]=[N:14][CH:13]=[N:12]3)[CH3:17])[CH2:7][O:6]2)([CH3:29])[CH3:30])=[CH:23][CH:24]=1 |f:3.4|. Procedure: A solution of 9.8 g (0.77 mole) of dimethyl sulphate and 5.3 g (0.085 mole) of dimethyl sulphide in 50 ml of acetonitrile is stirred at room temperature for 5 days. A solution of 13 g (0.044 mole) of 4-chlorophenyl-tert.butyl 1-(1,2,4-triazol-1-yl)-ethyl ketone in 20 ml of acetonitrile is then added dropwise at room temperature. At the same temperature, 4.8 g (0.088 mole) of sodium methylate are introduced and the mixture is subsequently stirred for 20 hours and then concentrated in vacuo. The r... The reactants are COC=1C=C(C=C(C1OC)OC)B(O)O (3,4,5-Trimethoxyphenylboronic acid), BrC1=CC=C(C(=O)OCC)C=C1 (ethyl 4-bromobenzoate). Product: COC=1C=C(C=C(C1OC)OC)C1=CC=C(C(=O)OCC)C=C1 (Ethyl 4-(3,4,5-Trimethoxyphenyl)benzoate). As a reaction SMILES: [CH3:1][O:2][C:3]1[CH:4]=[C:5](B(O)O)[CH:6]=[C:7]([O:11][CH3:12])[C:8]=1[O:9][CH3:10].Br[C:17]1[CH:27]=[CH:26][C:20]([C:21]([O:23][CH2:24][CH3:25])=[O:22])=[CH:19][CH:18]=1>>[CH3:1][O:2][C:3]1[CH:4]=[C:5]([C:17]2[CH:27]=[CH:26][C:20]([C:21]([O:23][CH2:24][CH3:25])=[O:22])=[CH:19][CH:18]=2)[CH:6]=[C:7]([O:11][CH3:12])[C:8]=1[O:9][CH3:10]. Reported procedure: 3,4,5-Trimethoxyphenylboronic acid (2.01 g) and ethyl 4-bromobenzoate (2.29 g) were condensed in the same manner as described in Preparation Example 1 to give the title compound.